Dataset: the Open Reaction Database (ORD), a public repository of structured organic reaction records. Task: describe an organic reaction: reactants, conditions, products, and yield The reactants are C#CC1(NS(=O)(=O)Cc2ccc(S(C)(=O)=O)cc2)CCCCC1, O, OCCO, O=S(=O)(O)O. The product is CC(=O)C1(NS(=O)(=O)Cc2ccc(S(C)(=O)=O)cc2)CCCCC1. As a reaction SMILES: [C:1](#[CH:2])[C:3]1([NH:9][S:10](=[O:11])(=[O:12])[CH2:13][c:14]2[cH:15][cH:16][c:17]([S:20](=[O:21])(=[O:22])[CH3:23])[cH:18][cH:19]2)[CH2:4][CH2:5][CH2:6][CH2:7][CH2:8]1.[OH2:24].[OH:30][CH2:31][CH2:32][OH:33].[S:25]([OH:26])(=[O:27])(=[O:28])[OH:29]>>[C:1]([CH3:2])([C:3]1([NH:9][S:10](=[O:11])(=[O:12])[CH2:13][c:14]2[cH:15][cH:16][c:17]([S:20](=[O:21])(=[O:22])[CH3:23])[cH:18][cH:19]2)[CH2:4][CH2:5][CH2:6][CH2:7][CH2:8]1)=[O:26]. Reactants: ClC1=CC=C2CC(NC2=C1)=O (6-chlorooxindole), C(C)(C)(C)OC(=O)N1CCC(CC1)OC1=C(C=C(C=C1)Cl)C=O (4-(4-chloro-2-formyl-phenoxy)-piperidine-1-carboxylic acid tert-butyl ester), N1CCCC1 (pyrrolidine). The solvent is CO (methanol). Reaction conditions: temperature 70 celsius. Product: C(C)(C)(C)OC(=O)N1CCC(CC1)OC1=C(C=C(C=C1)Cl)\C=C\1/C(NC2=CC(=CC=C12)Cl)=O (Z-4-[4-chloro-2-(6-chloro-2-oxo-1,2-dihydro-indol-3-ylidenemethyl)-phenoxy]-piperidine-1-carboxylic acid tert-butyl ester). Yield: 40.9%. RXN SMILES: [Cl:1][C:2]1[CH:10]=[C:9]2[C:5]([CH2:6][C:7](=[O:11])[NH:8]2)=[CH:4][CH:3]=1.[C:12]([O:16][C:17]([N:19]1[CH2:24][CH2:23][CH:22]([O:25][C:26]2[CH:31]=[CH:30][C:29]([Cl:32])=[CH:28][C:27]=2[CH:33]=O)[CH2:21][CH2:20]1)=[O:18])([CH3:15])([CH3:14])[CH3:13].N1CCCC1>CO>[C:12]([O:16][C:17]([N:19]1[CH2:24][CH2:23][CH:22]([O:25][C:26]2[CH:31]=[CH:30][C:29]([Cl:32])=[CH:28][C:27]=2/[CH:33]=[C:6]2\[C:7](=[O:11])[NH:8][C:9]3[C:5]\2=[CH:4][CH:3]=[C:2]([Cl:1])[CH:10]=3)[CH2:21][CH2:20]1)=[O:18])([CH3:15])([CH3:14])[CH3:13]. Procedure: To a mixture of 6-chlorooxindole (0.84 g, 5 mmol) and 4-(4-chloro-2-formyl-phenoxy)-piperidine-1-carboxylic acid tert-butyl ester (1.7 g, 5 mmol) in methanol (10 mL) was added pyrrolidine (0.4 mL, 5 mmol) dropwise. The mixture was then heated at 70° C. for 3 h. After cooled to 4° C., the mixture was filtered and the precipitate was collected, dried to give the title compound as a bright yellow solid (1 g).